describe an organic reaction: reactants, conditions, products, and yield From a dataset of the Open Reaction Database (ORD), a public repository of structured organic reaction records. Starting materials: COC1=C(CN[C@@H]2[C@@H](N[C@@H]([C@H]2C(=O)OC)C)C2=CC=CC=C2)C=C(C=C1)OC(F)(F)F ((2S,3S*,4R*,5R*)-3-[N-(2-methoxy-5-trifluoromethoxybenzyl)amino]-4-methoxycarbonyl-5-methyl-2-phenylpyrrolidine), Cl (HCl). The product is Cl.Cl.C(=O)(O)[C@H]1[C@@H]([C@@H](N[C@@H]1C)C1=CC=CC=C1)NCC1=C(C=CC(=C1)OC(F)(F)F)OC ((2S*,3S*,4R*,5R*)-4-Carboxy-3-[N-(2-methoxy-5-trifluoromethoxybenzyl)amino]-5-methyl-2-phenylpyrrolidine dihydrochloride). Yield: 72.5%. RXN SMILES: [CH3:1][O:2][C:3]1[CH:26]=[CH:25][C:24]([O:27][C:28]([F:31])([F:30])[F:29])=[CH:23][C:4]=1[CH2:5][NH:6][C@H:7]1[C@H:11]([C:12]([O:14]C)=[O:13])[C@@H:10]([CH3:16])[NH:9][C@H:8]1[C:17]1[CH:22]=[CH:21][CH:20]=[CH:19][CH:18]=1.[ClH:32]>>[ClH:32].[ClH:32].[C:12]([C@@H:11]1[C@@H:10]([CH3:16])[NH:9][C@@H:8]([C:17]2[CH:18]=[CH:19][CH:20]=[CH:21][CH:22]=2)[C@H:7]1[NH:6][CH2:5][C:4]1[CH:23]=[C:24]([O:27][C:28]([F:31])([F:30])[F:29])[CH:25]=[CH:26][C:3]=1[O:2][CH3:1])([OH:14])=[O:13] |f:2.3.4|. Procedure details: A solution of (2S,3S*,4R*,5R*)-3-[N-(2-methoxy-5-trifluoromethoxybenzyl)amino]-4-methoxycarbonyl-5-methyl-2-phenylpyrrolidine (162 mg, 0.37 mmol) in 6M HCl aq. solution (2.5 ml) was stirred and heated at a gentle reflux for 30 min. The reaction mixture was cooled to room temperature and the solvent was evaporated in vacuo to give crude title compound as a dark red amorphous solid. This was recrystallized from ethanol-ether to give the pure title compound (133 mg, 72.5%) as a white solid. mp 137-... Procedure: In like manner to the preparation of N2,N4-bis(3-hydroxyphenyl)-5-fluoro-2,4-pyrimidinediamine, 2,4-dichloro-5-fluoropyrimidine and 3-(2-methoxyethoxy)aniline were reacted to produce N2,N4-bis[3-(2-methoxyethyl)oxyphenyl]-5-fluoro-2,4-pyrimidinediamine. 1H NMR (CDCl3): δ 7.96 (d, 1H, J=2.9 Hz), 7.36 (t, 1H, J=1.7 Hz), 7.28 (t, 1H J=1.7 Hz), 7.25–7.06 (m, 4H), 6.98 (br s, 1H), 6.75 (d, 1H, J=2.3 Hz), 6.70 (dd, 1H, J=1.7 and 8.2 Hz), 6.58 (dd, 1H, J=1.7 and 8.2 Hz), 4.08–4.03 (m, 4H), 3.74–3.69 (m... Reactants: ClC1=NC=C(C(=N1)Cl)F (2,4-dichloro-5-fluoropyrimidine), COCCOC=1C=C(N)C=CC1 (3-(2-methoxyethoxy)aniline). RXN SMILES: Cl[C:2]1[N:7]=[C:6](Cl)[C:5]([F:9])=[CH:4][N:3]=1.[CH3:10][O:11][CH2:12][CH2:13][O:14][C:15]1[CH:16]=[C:17]([CH:19]=[CH:20][CH:21]=1)[NH2:18]>>[CH3:10][O:11][CH2:12][CH2:13][O:14][C:15]1[CH:16]=[C:17]([NH:18][C:2]2[N:7]=[C:6]([NH:18][C:17]3[CH:19]=[CH:20][CH:21]=[C:15]([O:14][CH2:13][CH2:12][O:11][CH3:10])[CH:16]=3)[C:5]([F:9])=[CH:4][N:3]=2)[CH:19]=[CH:20][CH:21]=1. The product is COCCOC=1C=C(C=CC1)NC1=NC=C(C(=N1)NC1=CC(=CC=C1)OCCOC)F (N2,N4-bis[3-(2-methoxyethyl)oxyphenyl]-5-fluoro-2,4-pyrimidinediamine).